This data is from the Open Reaction Database (ORD), a public repository of structured organic reaction records. The task is: describe an organic reaction: reactants, conditions, products, and yield Run in C(Cl)Cl (CH2Cl2). Run at time 4 hour. Procedure: To a CH2Cl2 solution (0.06 M) of trans-1,1-dimethylethyl 3-{[cyclopropyl({3-{[2-(methyloxy)ethyl]oxy}-5-[3-(methyloxy)propyl]phenyl}methyl)amino]carbonyl}-4-(1,5,6-trimethyl-2-oxo-1,2-dihydro-4-pyridinyl)-1-piperidinecarboxylate (1 eq.) from the previous step was added HCl (4.0 M dioxane solution, 30 eq.). The resulting solution was stirred at RT for 4 h. Following the removal of the volatiles in vacuo, the resulting residue was directly loaded onto a SiO2 column packed with 94:6 (v/v) CH2Cl2:2.... Reaction SMILES: [CH:1]1([N:4]([CH2:30][C:31]2[CH:36]=[C:35]([CH2:37][CH2:38][CH2:39][O:40][CH3:41])[CH:34]=[C:33]([O:42][CH2:43][CH2:44][O:45][CH3:46])[CH:32]=2)[C:5]([C@H:7]2[C@H:12]([C:13]3[C:18]([CH3:19])=[C:17]([CH3:20])[N:16]([CH3:21])[C:15](=[O:22])[CH:14]=3)[CH2:11][CH2:10][N:9](C(OC(C)(C)C)=O)[CH2:8]2)=[O:6])[CH2:3][CH2:2]1.Cl>C(Cl)Cl>[CH:1]1([N:4]([CH2:30][C:31]2[CH:36]=[C:35]([CH2:37][CH2:38][CH2:39][O:40][CH3:41])[CH:34]=[C:33]([O:42][CH2:43][CH2:44][O:45][CH3:46])[CH:32]=2)[C:5]([C@H:7]2[C@H:12]([C:13]3[C:18]([CH3:19])=[C:17]([CH3:20])[N:16]([CH3:21])[C:15](=[O:22])[CH:14]=3)[CH2:11][CH2:10][NH:9][CH2:8]2)=[O:6])[CH2:2][CH2:3]1. The reactants are C1(CC1)N(C(=O)[C@@H]1CN(CC[C@H]1C1=CC(N(C(=C1C)C)C)=O)C(=O)OC(C)(C)C)CC1=CC(=CC(=C1)CCCOC)OCCOC (trans-1,1-dimethylethyl 3-{[cyclopropyl({3-{[2-(methyloxy)ethyl]oxy}-5-[3-(methyloxy)propyl]phenyl}methyl)amino]carbonyl}-4-(1,5,6-trimethyl-2-oxo-1,2-dihydro-4-pyridinyl)-1-piperidinecarboxylate), Cl (HCl). Yields the product C1(CC1)N(C(=O)[C@@H]1CNCC[C@H]1C1=CC(N(C(=C1C)C)C)=O)CC1=CC(=CC(=C1)CCCOC)OCCOC (trans-N-Cyclopropyl-N-({3-{[2-(methyloxy)ethyl]oxy}-5-[3-(methyloxy)propyl]phenyl}methyl)-4-(1,5,6-trimethyl-2-oxo-1,2-dihydro-4-pyridinyl)-3-piperidinecarboxamide).